describe an organic reaction: reactants, conditions, products, and yield From a dataset of the Open Reaction Database (ORD), a public repository of structured organic reaction records. Starting materials: alcohols, COC=1C=C(CC2=C(NC=C2)CO)C=CC1 (3-(3-methoxybenzyl)-pyrrolylmethyl alcohol), ClC=1C=C(CC2=C(NC=C2)CO)C=CC1 (3-(3-chlorobenzyl)-pyrrolylmethyl alcohol), FC1=C(C=CC(=C1)C(F)(F)F)NC(C(=O)O)C(C)C (2-(2-fluoro-4-trifluoromethylphenylamino)-3-methylbutanoic acid). Product: FC1=C(C=CC(=C1)C(F)(F)F)NC(C(=O)OCC=1NC=CC1CC1=CC(=CC=C1)OC)C(C)C (3-(3-methoxybenzyl)-pyrrolylmethyl 2-(2-fluoro-4-trifluoromethylphenylamino)-3-methylbutanoate), FC1=C(C=CC(=C1)C(F)(F)F)NC(C(=O)OCC=1NC=CC1CC1=CC(=CC=C1)Cl)C(C)C (3-(3-chlorobenzyl)pyrrolylmethyl 2-(2-fluoro-4-trifluoromethylphenylamino)-3-methylbutanoate). RXN SMILES: [CH3:1][O:2][C:3]1[CH:4]=[C:5]([CH:14]=[CH:15][CH:16]=1)[CH2:6][C:7]1[CH:11]=[CH:10][NH:9][C:8]=1[CH2:12][OH:13].[Cl:17][C:18]1[CH:19]=[C:20]([CH:29]=[CH:30][CH:31]=1)[CH2:21][C:22]1[CH:26]=[CH:25][NH:24][C:23]=1[CH2:27][OH:28].[F:32][C:33]1[CH:38]=[C:37]([C:39]([F:42])([F:41])[F:40])[CH:36]=[CH:35][C:34]=1[NH:43][CH:44]([CH:48]([CH3:50])[CH3:49])[C:45](O)=[O:46]>>[F:32][C:33]1[CH:38]=[C:37]([C:39]([F:42])([F:41])[F:40])[CH:36]=[CH:35][C:34]=1[NH:43][CH:44]([CH:48]([CH3:50])[CH3:49])[C:45]([O:13][CH2:12][C:8]1[NH:9][CH:10]=[CH:11][C:7]=1[CH2:6][C:5]1[CH:14]=[CH:15][CH:16]=[C:3]([O:2][CH3:1])[CH:4]=1)=[O:46].[F:32][C:33]1[CH:38]=[C:37]([C:39]([F:42])([F:41])[F:40])[CH:36]=[CH:35][C:34]=1[NH:43][CH:44]([CH:48]([CH3:50])[CH3:49])[C:45]([O:28][CH2:27][C:23]1[NH:24][CH:25]=[CH:26][C:22]=1[CH2:21][C:20]1[CH:29]=[CH:30][CH:31]=[C:18]([Cl:17])[CH:19]=1)=[O:46]. Procedure: Each of the alcohols, 3-(3-methoxybenzyl)-pyrrolylmethyl alcohol and 3-(3-chlorobenzyl)-pyrrolylmethyl alcohol, is reacted with 2-(2-fluoro-4-trifluoromethylphenylamino)-3-methylbutanoic acid using the procedure of Example 3 to yield 3-(3-methoxybenzyl)-pyrrolylmethyl 2-(2-fluoro-4-trifluoromethylphenylamino)-3-methylbutanoate and 3-(3-chlorobenzyl)pyrrolylmethyl 2-(2-fluoro-4-trifluoromethylphenylamino)-3-methylbutanoate. Starting materials: CSC(=NC#N)NCC1Cc2cc(C)c3[nH]c(=O)ccc3c2O1, CN, CCO, CN(C)C=O. Product: CNC(=NC#N)NCC1Cc2cc(C)c3[nH]c(=O)ccc3c2O1. Reaction SMILES: [C:1](#[N:2])[N:3]=[C:4]([NH:5][CH2:6][CH:7]1[CH2:8][c:9]2[c:10]([c:11]3[cH:12][cH:13][c:14](=[O:20])[nH:15][c:16]3[c:17]([CH3:19])[cH:18]2)[O:21]1)[S:22][CH3:23].[CH3:24][NH2:25].[CH3:26][CH2:27][OH:28].[CH3:29][N:30]([CH3:31])[CH:32]=[O:33]>>[C:1](#[N:2])[N:3]=[C:4]([NH:5][CH2:6][CH:7]1[CH2:8][c:9]2[c:10]([c:11]3[cH:12][cH:13][c:14](=[O:20])[nH:15][c:16]3[c:17]([CH3:19])[cH:18]2)[O:21]1)[NH:25][CH3:24].